describe an organic reaction: reactants, conditions, products, and yield From a dataset of the Open Reaction Database (ORD), a public repository of structured organic reaction records. Starting materials: BrC(Br)(Br)Br (tetrabromomethane), C1(=CC=CC=C1)P(C1=CC=CC=C1)C1=CC=CC=C1 (triphenylphosphine), N1C=NC=C1 (imidazole), C(C)(C)(C)[C@@H]1[C@]2(CO[SiH](C)C)[C@@H](CC1)[C@@]1(CCC=3C=C(C=CC3[C@H]1[C@H](C2)CCCCCO)OC)C=C (17β-tert.-Butyldimethylsilyloxy-11β-(5-hydroxypentyl)-3-methoxy-8-vinyl-estra-1,3,5(10)-triene). The solvent is ClCCl (dichloromethane), ClCCl (dichloromethane). Run at temperature 0 celsius. Yields the product BrCCCCC[C@@H]1[C@@H]2C=3C=CC(=CC3CC[C@]2([C@@H]2CC[C@@H]([C@@]2(CO[SiH](C)C)C1)C(C)(C)C)C=C)OC (11β-(5-Bromopentyl)-17β-tert.-butyldimethylsilyloxy-3-methoxy-8-vinyl-estra-1,3,5(10)-triene). The yield is 97.1%. RXN SMILES: C1(P(C2C=CC=CC=2)C2C=CC=CC=2)C=CC=CC=1.N1C=CN=C1.[C:25]([C@H:29]1[CH2:38][CH2:37][C@H:36]2[C@@:39]3([CH:59]=[CH2:60])[C@H:48]([C@@H:49]([CH2:51][CH2:52][CH2:53][CH2:54][CH2:55]O)[CH2:50][C@:30]12[CH2:31][O:32][SiH:33]([CH3:35])[CH3:34])[C:47]1[CH:46]=[CH:45][C:44]([O:57][CH3:58])=[CH:43][C:42]=1[CH2:41][CH2:40]3)([CH3:28])([CH3:27])[CH3:26].[Br:61]C(Br)(Br)Br>ClCCl>[Br:61][CH2:55][CH2:54][CH2:53][CH2:52][CH2:51][C@H:49]1[CH2:50][C@@:30]2([CH2:31][O:32][SiH:33]([CH3:35])[CH3:34])[C@@H:36]([CH2:37][CH2:38][C@@H:29]2[C:25]([CH3:26])([CH3:28])[CH3:27])[C@@:39]2([CH:59]=[CH2:60])[C@H:48]1[C:47]1[CH:46]=[CH:45][C:44]([O:57][CH3:58])=[CH:43][C:42]=1[CH2:41][CH2:40]2. Procedure: 1.62 g of triphenylphosphine and 420 mg of imidazole are added in succession to a solution of 2.11 g of alcohol 8 in 41 ml of dichloromethane. The solution is cooled to 0° C., and 2.05 g of tetrabromomethane is added. The reaction mixture is heated to room temperature and stirred until the reaction is completed. For working-up, it is diluted with dichloromethane, the organic phase is washed with water and saturated sodium chloride solution, dried on magnesium sulfate and concentrated by evaporat... The reactants are [BH4-], C1COCCN1, CCOCC, CCO, CN(C)C1(c2ccc(Cl)cc2)CCC(=O)CC1, [Na+], C1CCOC1, O, Cc1ccc(S(=O)(=O)O)cc1, c1ccccc1. Product: CN(C)C1(c2ccc(Cl)cc2)CCC(N2CCOCC2)CC1. RXN SMILES: [BH4-:35].[CH2:18]1[CH2:19][O:20][CH2:21][CH2:22][NH:23]1.[CH3:38][CH2:39][O:40][CH2:41][CH3:42].[CH3:43][CH2:44][OH:45].[Cl:1][c:2]1[cH:3][cH:4][c:5]([C:8]2([N:15]([CH3:16])[CH3:17])[CH2:9][CH2:10][C:11](=[O:14])[CH2:12][CH2:13]2)[cH:6][cH:7]1.[Na+:36].[O:46]1[CH2:47][CH2:48][CH2:49][CH2:50]1.[OH2:37].[c:24]1([CH3:25])[cH:26][cH:27][c:28]([S:29]([OH:30])(=[O:31])=[O:32])[cH:33][cH:34]1.[cH:51]1[cH:52][cH:53][cH:54][cH:55][cH:56]1>>[Cl:1][c:2]1[cH:3][cH:4][c:5]([C:8]2([N:15]([CH3:16])[CH3:17])[CH2:9][CH2:10][CH:11]([N:23]3[CH2:18][CH2:19][O:20][CH2:21][CH2:22]3)[CH2:12][CH2:13]2)[cH:6][cH:7]1. The reactants are CSC(C(=O)C1=CC=C(C=C1)C(F)(F)F)C (2-methylthio-4'-(trifluoromethyl)propiophenone), CI (methyl iodide), aqueous solution, [H-].[Na+] (sodium hydride), O (water). Run in O1CCCC1 (tetrahydrofuran). The product is oily product, CSC(C(=O)C1=CC=C(C=C1)C(F)(F)F)(C)C (2-methylthio-4'-(trifluoromethyl)isobutyrophenone). Isolated yield 59.5%. RXN SMILES: [CH3:1][S:2][CH:3]([CH3:16])[C:4]([C:6]1[CH:11]=[CH:10][C:9]([C:12]([F:15])([F:14])[F:13])=[CH:8][CH:7]=1)=[O:5].[H-].[Na+].[CH3:19]I.O>O1CCCC1>[CH3:1][S:2][C:3]([CH3:19])([CH3:16])[C:4]([C:6]1[CH:11]=[CH:10][C:9]([C:12]([F:13])([F:14])[F:15])=[CH:8][CH:7]=1)=[O:5] |f:1.2|. Reported procedure: To 2.02 g of 2-methylthio-4'-(trifluoromethyl)propiophenone dissolved in 20 ml of tetrahydrofuran was added under ice-cooling 0.33 g of a 60% aqueous solution of sodium hydride, and the mixture was reacted at room temperature with stirring until no bubbles were produced. After an addition of 1.27 g of methyl iodide, the mixture was stirred at room temperature for a further 2 hours. The resultant reaction mixture was poured into ice-cooled water and extracted with dichloromethane. The organic lay... The reactants are N(=[N+]=[N-])CCC(C(C(=O)OCC1=CC=CC=C1)N1C(CC1)=O)O (benzyl 5-azido-3-hydroxy-2-(2-oxoazetidin-1-yl)valerate). The reagents and catalysts are [Pd] (palladium on carbon). Solvent: C(C)O (ethanol), O (water). Yields the product NCCC(C(C(=O)O)N1C(CC1)=O)O (5-amino-3-hydroxy-2-(2-oxoazetidin-1-yl) valeric acid). The yield is 6.0%. As a reaction SMILES: [N:1]([CH2:4][CH2:5][CH:6]([OH:23])[CH:7]([N:18]1[CH2:21][CH2:20][C:19]1=[O:22])[C:8]([O:10]CC1C=CC=CC=1)=[O:9])=[N+]=[N-]>[Pd].C(O)C.O>[NH2:1][CH2:4][CH2:5][CH:6]([OH:23])[CH:7]([N:18]1[CH2:21][CH2:20][C:19]1=[O:22])[C:8]([OH:10])=[O:9]. Procedure: The fast moving diastereoisomer of benzyl 5-azido-3-hydroxy-2-(2-oxoazetidin-1-yl)valerate (0.76 g, 23.9 mmol) was hydrogenated over 5% palladium on carbon catalyst in ethanol (20 ml) and water (5 ml) for one hour. The catalyst was filtered off and the filtrate evaporated. The residual gum was triturated with ether to yield, after filtration the title compound as a pale yellow solid (456 mg, 97%). The yellow coloured impurity was removed by trituration with ethyl acetate. The title compound (400... The reactants are ClC1=C(C(=O)OCC)C=CC(=C1)CCCC1SCC(N1)=O (ethyl 2-chloro-4-[3-(4-oxo-2-thiazolidinyl)propyl]benzoate), O=C1NC(SC1)CCCC1=CC=C(C(=O)OCC)C=C1 (ethyl 4-[3-(4-oxo-2-thiazolidinyl)propyl]benzoate), CO (methanol). Solvent: C(Cl)(Cl)Cl (chloroform). The product is ClC1=C(C(=O)OCC)C=CC(=C1)CCCC1SCC(N1CCC1=CCCCC1)=O (Ethyl 2-Chloro-4-{3-[3-[2-(1-Cyclohexenyl)ethyl]-4-oxo-2-thiazolidinyl]propyl}benzoate). RXN SMILES: [Cl:1][C:2]1[CH:12]=[C:11]([CH2:13][CH2:14][CH2:15][CH:16]2[NH:20][C:19](=[O:21])[CH2:18][S:17]2)[CH:10]=[CH:9][C:3]=1[C:4]([O:6][CH2:7][CH3:8])=[O:5].O=C1CSC(C[CH2:29][CH2:30][C:31]2[CH:41]=[CH:40][C:34](C(OCC)=O)=[CH:33][CH:32]=2)N1.CO>C(Cl)(Cl)Cl>[Cl:1][C:2]1[CH:12]=[C:11]([CH2:13][CH2:14][CH2:15][CH:16]2[N:20]([CH2:29][CH2:30][C:31]3[CH2:41][CH2:40][CH2:34][CH2:33][CH:32]=3)[C:19](=[O:21])[CH2:18][S:17]2)[CH:10]=[CH:9][C:3]=1[C:4]([O:6][CH2:7][CH3:8])=[O:5]. Reported procedure: This compound is prepared by the method described in Example 4, Step B, except that an equivalent quantity of ethyl 2-chloro-4-[3-(4-oxo-2-thiazolidinyl)propyl]benzoate is substituted for the ethyl 4-[3-(4-oxo-2-thiazolidinyl)propyl]benzoate of Example 4, Step B. The title compound is obtained as an oil by column chromatography on silica gel with 2% methanol in chloroform as eluant. The reactants are C1(=CC=CC=C1)P(C1=CC=CC=C1)C1=CC=CC=C1 (triphenylphosphine), BrN1C(CCC1=O)=O (N-bromosuccinimide), CC1=CC=C(S1)CCCO (3-(5-methyl-2-thienyl)-1-propanol). Solvent: C(Cl)Cl (methylene chloride). Conditions: time 2 hour. Product: BrCCCC=1SC(=CC1)C (2-(3-bromopropyl)-5-methylthiophene). Yield: 37.7%. As a reaction SMILES: [CH3:1][C:2]1[S:6][C:5]([CH2:7][CH2:8][CH2:9]O)=[CH:4][CH:3]=1.C1(P(C2C=CC=CC=2)C2C=CC=CC=2)C=CC=CC=1.[Br:30]N1C(=O)CCC1=O>C(Cl)Cl>[Br:30][CH2:9][CH2:8][CH2:7][C:5]1[S:6][C:2]([CH3:1])=[CH:3][CH:4]=1. Reported procedure: Compound 48-2 (1.23 g) was dissolved in methylene chloride (30 ml), triphenylphosphine (2.27 g) and N-bromosuccinimide (1.54 g) were added under ice-cooling, and the mixture was stirred under ice-cooling for 1 hr, and at room temperature for 2 hr. The reaction mixture was washed with water and saturated brine, and dried over anhydrous magnesium sulfate. The solvent was evaporated under reduced pressure. Diethyl ether (50 ml) was added, and the precipitated triphenylphosphine oxide was filtered o... The reactants are [BH4-], CC(C)(C)OC(=O)N1C(=O)CC1(C)C, CO, [Cl-], [NH4+], [Na+], O. Yields the product CC(C)(CCO)NC(=O)OC(C)(C)C. As a reaction SMILES: [BH4-:15].[CH3:1][C:2]1([CH3:14])[CH2:3][C:4](=[O:13])[N:5]1[C:6](=[O:7])[O:8][C:9]([CH3:10])([CH3:11])[CH3:12].[CH3:20][OH:21].[Cl-:18].[NH4+:19].[Na+:16].[OH2:17]>>[CH3:1][C:2]([CH2:3][CH2:4][OH:13])([NH:5][C:6](=[O:7])[O:8][C:9]([CH3:10])([CH3:11])[CH3:12])[CH3:14].